This data is from the Open Reaction Database (ORD), a public repository of structured organic reaction records. The task is: describe an organic reaction: reactants, conditions, products, and yield Starting materials: C(#N)[BH3-].[Na+] (sodium cyanoborohydride), [Na] (sodium), C1=CC(=CC=C1C(CN)O)O (octopamine), C(C(=O)C)C1=CC=C(OCC=2OC=C(C(C2)=O)O)C=C1 (2-(4-acetonylphenoxymethyl)-5-hydroxy-4H-pyran-4-one). The solvent is CO (methanol). Run at time 18 hour. The product is OC(CNC(CC1=CC=C(OCC=2OC=C(C(C2)=O)O)C=C1)C)C1=CC=C(C=C1)O (2-[4-[2-[(β,4-Dihydroxyphenethyl)amino]propyl]phenoxymethyl]-5-hydroxy-4H-pyran-4-one). As a reaction SMILES: [Na].[CH:2]1[C:7]([CH:8]([OH:11])[CH2:9][NH2:10])=[CH:6][CH:5]=[C:4]([OH:12])[CH:3]=1.[CH2:13]([C:17]1[CH:32]=[CH:31][C:20]([O:21][CH2:22][C:23]2[O:24][CH:25]=[C:26]([OH:30])[C:27](=[O:29])[CH:28]=2)=[CH:19][CH:18]=1)[C:14]([CH3:16])=O.C([BH3-])#N.[Na+]>CO>[OH:11][CH:8]([C:7]1[CH:6]=[CH:5][C:4]([OH:12])=[CH:3][CH:2]=1)[CH2:9][NH:10][CH:14]([CH3:16])[CH2:13][C:17]1[CH:18]=[CH:19][C:20]([O:21][CH2:22][C:23]2[O:24][CH:25]=[C:26]([OH:30])[C:27](=[O:29])[CH:28]=2)=[CH:31][CH:32]=1 |f:3.4,^1:0|. Procedure details: A mixture of the sodium salt of octopamine (0.65 g), and 2-(4-acetonylphenoxymethyl)-5-hydroxy-4H-pyran-4-one (1.0 g) in methanol was treated with sodium cyanoborohydride (0.3 g) and stirred at ambient temperature for 18 hours. The solvent was evaporated in vacuo. The residue was suspended in acetone and filtered, washed with acetone and then purified by column chromatography on silica using 5% methanol:chloroform as eluent-increasing to 15% methanol:chloroform after elution of fast-running impu... The reactants are Brc1cnc2[nH]ccc2c1, [C-]#N, [C-]#N, CCOC(C)=O, CN1CCCC1=O, O, [Zn+2], c1ccc(P(c2ccccc2)(c2ccccc2)[Pd](P(c2ccccc2)(c2ccccc2)c2ccccc2)(P(c2ccccc2)(c2ccccc2)c2ccccc2)P(c2ccccc2)(c2ccccc2)c2ccccc2)cc1. Yields the product N#Cc1cnc2[nH]ccc2c1. RXN SMILES: [Br:1][c:2]1[cH:3][c:4]2[c:5]([n:6][cH:7]1)[nH:8][cH:9][cH:10]2.[C-:25]#[N:26].[C-:28]#[N:29].[CH3:12][CH2:13][O:14][C:15](=[O:16])[CH3:17].[CH3:18][N:19]1[CH2:20][CH2:21][CH2:22][C:23]1=[O:24].[OH2:11].[Zn+2:27].[cH:30]1[cH:31][cH:32][c:33]([P:34]([Pd:35]([P:36]([c:37]2[cH:38][cH:39][cH:40][cH:41][cH:42]2)([c:43]2[cH:44][cH:45][cH:46][cH:47][cH:48]2)[c:49]2[cH:50][cH:51][cH:52][cH:53][cH:54]2)([P:55]([c:56]2[cH:57][cH:58][cH:59][cH:60][cH:61]2)([c:62]2[cH:63][cH:64][cH:65][cH:66][cH:67]2)[c:68]2[cH:69][cH:70][cH:71][cH:72][cH:73]2)[P:74]([c:75]2[cH:76][cH:77][cH:78][cH:79][cH:80]2)([c:81]2[cH:82][cH:83][cH:84][cH:85][cH:86]2)[c:87]2[cH:88][cH:89][cH:90][cH:91][cH:92]2)([c:93]2[cH:94][cH:95][cH:96][cH:97][cH:98]2)[c:99]2[cH:100][cH:101][cH:102][cH:103][cH:104]2)[cH:105][cH:106]1>>[c:2]1([C:18]#[N:19])[cH:3][c:4]2[c:5]([n:6][cH:7]1)[nH:8][cH:9][cH:10]2. The reactants are C1(=CC=CC2=CC=CC=C12)OCCCBr (3-(α-naphthyloxy)propyl bromide), NC1=CC=C(C(=O)OCC)C=C1 (ethyl 4-aminobenzoate). The solvent is CN(P(=O)(N(C)C)N(C)C)C (hexamethylphosphoramide). Product: C1(=CC=CC2=CC=CC=C12)OCCCNC1=CC=C(C(=O)OCC)C=C1 (Ethyl 4-[3-(α-naphthyloxy)propyl]aminobenzoate). RXN SMILES: [C:1]1([O:11][CH2:12][CH2:13][CH2:14]Br)[C:10]2[C:5](=[CH:6][CH:7]=[CH:8][CH:9]=2)[CH:4]=[CH:3][CH:2]=1.[NH2:16][C:17]1[CH:27]=[CH:26][C:20]([C:21]([O:23][CH2:24][CH3:25])=[O:22])=[CH:19][CH:18]=1>CN(C)P(N(C)C)(N(C)C)=O>[C:1]1([O:11][CH2:12][CH2:13][CH2:14][NH:16][C:17]2[CH:18]=[CH:19][C:20]([C:21]([O:23][CH2:24][CH3:25])=[O:22])=[CH:26][CH:27]=2)[C:10]2[C:5](=[CH:6][CH:7]=[CH:8][CH:9]=2)[CH:4]=[CH:3][CH:2]=1. Reported procedure: A solution of 10 g. 3-(α-naphthyloxy)propyl bromide and 12.5 g. ethyl 4-aminobenzoate in 100 ml. hexamethylphosphoramide is stirred at 110° for 15 hours. The cooled solution is diluted with 200 ml. water and extracted 3 times with 100 ml. portions of ether. The combined extracts are washed with brine, dried and evaporated to an orange residue. The product is crystallized from ethanol to yield a solid which is crystallized from ethanol to yield white crystals, m.p. 93°-94° C. Starting materials: ClC1=C(C(=CC=C1)[N+](=O)[O-])CCN(C)CC(=O)O ({[2-(2-chloro-6-nitro-phenyl)-ethyl]-methyl-amino}-acetic acid), C1(CCCCC1)N=C=NC1CCCCC1 (1,3-dicyclohexylcarbodiimide), [H][H] (hydrogen). Reagents/catalysts: [Pt] (platinum). The solvent is CO (methanol). Conditions: temperature 0 celsius, time 48 hour. The product is ClC1=CC=CC=2NC(CN(CCC21)C)=O (7-Chloro-4-methyl-3,4,5,6-tetrahydro-1H-benzo[e][1,4]diazocin-2-one). Reaction SMILES: [Cl:1][C:2]1[CH:7]=[CH:6][CH:5]=[C:4]([N+:8]([O-])=O)[C:3]=1[CH2:11][CH2:12][N:13]([CH2:15][C:16]([OH:18])=O)[CH3:14].[H][H].C1(N=C=NC2CCCCC2)CCCCC1>CO.[Pt]>[Cl:1][C:2]1[C:3]2[CH2:11][CH2:12][N:13]([CH3:14])[CH2:15][C:16](=[O:18])[NH:8][C:4]=2[CH:5]=[CH:6][CH:7]=1. Procedure: {[2-(2-chloro-6-nitro-phenyl)-ethyl]-methyl-amino}-acetic acid (12 g, approximately 0.049 molE, not quite pure) in methanol (250 mL) containing platinum on sulfided carbon (5 wt. %, 1.2 g) was hydrogenated at room temperature and a hydrogen pressure of 50 psi overnight. The catalyst was removed by filtration through Celite and the filtrate was evaporated to dryness in vacuo. The residue was dissolved in pyridine (1.5 L) and the solution was cooled to 0° C., and 1,3-dicyclohexylcarbodiimide (20.0... Reactants: Cc1cc(Br)cc(C)c1OCC1CCCNC1, C=O, O=CO. Yields the product Cc1cc(Br)cc(C)c1OCC1CCCN(C)C1. Reaction SMILES: [Br:6][c:7]1[cH:8][c:9]([CH3:22])[c:10]([O:11][CH2:12][CH:13]2[CH2:14][NH:15][CH2:16][CH2:17][CH2:18]2)[c:19]([CH3:21])[cH:20]1.[CH2:4]=[O:5].[CH:1]([OH:2])=[O:3]>>[CH3:1][N:15]1[CH2:14][CH:13]([CH2:12][O:11][c:10]2[c:9]([CH3:22])[cH:8][c:7]([Br:6])[cH:20][c:19]2[CH3:21])[CH2:18][CH2:17][CH2:16]1.